Dataset: the Open Reaction Database (ORD), a public repository of structured organic reaction records. Task: describe an organic reaction: reactants, conditions, products, and yield The reactants are mercuric acetate, C(C)(=O)OC(C)=O (acetic anhydride), C(=O)(O)C1(CC2=CC=CC=C2CC1)CSC(C)(C)C (2-carboxy-2-(t-butyl)thiomethyl-1,2,3,4-tetrahydronaphthalene), S (hydrogen sulfide). Run in FC(C(=O)O)(F)F (trifluoroacetic acid), C(C)OCC (ethyl ether). Run at time 4.5 hour. Product: C(=O)(O)C1(CC2=CC=CC=C2CC1)CSC(C)=O (2-Carboxy-2-[(acetylthio)methyl]-1,2,3,4-tetrahydronaphthalene). As a reaction SMILES: [C:1]([C:4]1([CH2:14][S:15][C:16]([CH3:19])(C)C)[CH2:13][CH2:12][C:11]2[C:6](=[CH:7][CH:8]=[CH:9][CH:10]=2)[CH2:5]1)([OH:3])=[O:2].S.C(OC(=O)C)(=[O:23])C>FC(F)(F)C(O)=O.C(OCC)C>[C:1]([C:4]1([CH2:14][S:15][C:16](=[O:23])[CH3:19])[CH2:13][CH2:12][C:11]2[C:6](=[CH:7][CH:8]=[CH:9][CH:10]=2)[CH2:5]1)([OH:3])=[O:2]. Procedure: Dissolve 2-carboxy-2-(t-butyl)thiomethyl-1,2,3,4-tetrahydronaphthalene (5.36 g, 20.0 mmol) in trifluoroacetic acid (40 mL) and add mercuric acetate (6.36 g, 20.0 mmol). Stir at ambient temperature under an atmosphere of argon for 4.5 hours, then treat with gaseous hydrogen sulfide. Remove the resulting black solid by filtration and dilute the filtrate to 100 mL with methylene chloride. Wash with water, then with brine and dry (MgSO4). Evaporate the solvent in vacuo to a residue. Mix the residue ...